From a dataset of the Open Reaction Database (ORD), a public repository of structured organic reaction records. describe an organic reaction: reactants, conditions, products, and yield Reactants: C(C)(=O)OC=1C=C(C=CC1)C (m-tolyl acetate), BrN1C(CCC1=O)=O (N-bromosuccinimide). The reagents and catalysts are N(=NC(C#N)(C)C)C(C#N)(C)C (α,α′-azobis(isobutyronitrile)). The solvent is ClC(Cl)(Cl)Cl (tetrachloromethane). Product: C(C)(=O)OC1=CC(=CC=C1)CBr (3-Bromomethylphenyl acetate). Isolated yield 100.4%. Reaction SMILES: [C:1]([O:4][C:5]1[CH:6]=[C:7]([CH3:11])[CH:8]=[CH:9][CH:10]=1)(=[O:3])[CH3:2].[Br:12]N1C(=O)CCC1=O>ClC(Cl)(Cl)Cl.N(C(C)(C)C#N)=NC(C)(C)C#N>[C:1]([O:4][C:5]1[CH:10]=[CH:9][CH:8]=[C:7]([CH2:11][Br:12])[CH:6]=1)(=[O:3])[CH3:2]. Procedure: A suspension of m-tolyl acetate (583 mg), N-bromosuccinimide (691 mg) and α,α′-azobis(isobutyronitrile) (13 mg) in tetrachloromethane (10 mL) was refluxed for 1 hour. The reaction mixture was cooled to room temperature, and the insoluble material was removed by filtration. The filtrate was concentrated to give the title compound (893 mg). Reactants: FC1=CC=C(CCN2CCC(CC2)N2CCC3=CC=C(C=C23)CC(NC2CC2)=O)C=C1 (1-[1-(4-fluorophenethyl)-piperidin-4-yl]-6-(cyclopropylcarbamoylmethyl)indoline). Reagents/catalysts: [O-2].[O-2].[Mn+4] (manganese dioxide). Run in C(Cl)(Cl)Cl (chloroform). Run at temperature 50 celsius, time 10 hour. Product: FC1=CC=C(CCN2CCC(CC2)N2C=CC3=CC=C(C=C23)CC(NCC)=O)C=C1 (1-[1-(4-fluorophenethyl)piperidin-4-yl]-6-(ethylcarbamoylmethyl)indole). Yield: 77.6%. RXN SMILES: [F:1][C:2]1[CH:31]=[CH:30][C:5]([CH2:6][CH2:7][N:8]2[CH2:13][CH2:12][CH:11]([N:14]3[C:22]4[C:17](=[CH:18][CH:19]=[C:20]([CH2:23][C:24](=[O:29])[NH:25][CH:26]5C[CH2:27]5)[CH:21]=4)[CH2:16][CH2:15]3)[CH2:10][CH2:9]2)=[CH:4][CH:3]=1>C(Cl)(Cl)Cl.[O-2].[O-2].[Mn+4]>[F:1][C:2]1[CH:3]=[CH:4][C:5]([CH2:6][CH2:7][N:8]2[CH2:9][CH2:10][CH:11]([N:14]3[C:22]4[C:17](=[CH:18][CH:19]=[C:20]([CH2:23][C:24](=[O:29])[NH:25][CH2:26][CH3:27])[CH:21]=4)[CH:16]=[CH:15]3)[CH2:12][CH2:13]2)=[CH:30][CH:31]=1 |f:2.3.4|. Procedure details: A suspension of 1-[1-(4-fluorophenethyl)piperidin-4-yl]-6-[(cyclopropylcarbamoyl)methyl]indoline (0.04 g) obtained in Example 154 and active manganese dioxide (0.04 g) in chloroform (30 ml) was vigorously stirred at 50° C. for 10 hr. Then the reaction mixtures were filtered through celite and the residue was washed with chloroform. After concentrating the filtrate under reduced pressure, the residue was recrystallized from chloroform/hexane to give the title compound (0.03 g) as a white powder (... Starting materials: CO, CCCC1CC(=O)N(Cc2c(C#N)ncn2C)C1, [Na+], [OH-], O. Yields the product CCCC1CC(=O)N(Cc2c(C(N)=O)ncn2C)C1. As a reaction SMILES: [CH3:19][OH:20].[CH3:1][n:2]1[cH:3][n:4][c:5]([C:17]#[N:18])[c:6]1[CH2:7][N:8]1[C:9](=[O:16])[CH2:10][CH:11]([CH2:13][CH2:14][CH3:15])[CH2:12]1.[Na+:23].[OH-:22].[OH2:21]>>[CH3:1][n:2]1[cH:3][n:4][c:5]([C:17]([NH2:18])=[O:20])[c:6]1[CH2:7][N:8]1[C:9](=[O:16])[CH2:10][CH:11]([CH2:13][CH2:14][CH3:15])[CH2:12]1.